The task is: describe an organic reaction: reactants, conditions, products, and yield. This data is from the Open Reaction Database (ORD), a public repository of structured organic reaction records. The reactants are CCOC(=O)c1coc([Si](C)(C)C)c1, CC#N, O, O=S(=O)(Cl)Cl. Yields the product CCOC(=O)c1coc(Cl)c1. As a reaction SMILES: [CH2:1]([CH3:2])[O:3][C:4](=[O:5])[c:6]1[cH:7][o:8][c:9]([Si:11]([CH3:12])([CH3:13])[CH3:14])[cH:10]1.[CH3:21][C:22]#[N:23].[OH2:20].[S:15]([Cl:16])(=[O:17])([Cl:18])=[O:19]>>[CH2:1]([CH3:2])[O:3][C:4](=[O:5])[c:6]1[cH:7][o:8][c:9]([Cl:18])[cH:10]1. Product: COc1ccc(C(=O)C=Cc2cc(C)c(O)c(C)c2)cc1F. The reactants are Cc1cc(C=O)cc(C)c1O, COc1ccc(C(C)=O)cc1F. RXN SMILES: [CH3:13][c:14]1[cH:15][c:16]([CH:17]=[O:18])[cH:19][c:20]([CH3:23])[c:21]1[OH:22].[CH3:1][O:2][c:3]1[c:4]([F:12])[cH:5][c:6]([C:9]([CH3:10])=[O:11])[cH:7][cH:8]1>>[CH3:1][O:2][c:3]1[c:4]([F:12])[cH:5][c:6]([C:9]([CH:10]=[CH:17][c:16]2[cH:15][c:14]([CH3:13])[c:21]([OH:22])[c:20]([CH3:23])[cH:19]2)=[O:11])[cH:7][cH:8]1.